This data is from the Open Reaction Database (ORD), a public repository of structured organic reaction records. The task is: describe an organic reaction: reactants, conditions, products, and yield Conditions: temperature -5 celsius. Reaction SMILES: [Br:1][C:2]1[CH:17]=[CH:16][C:5]([C:6](=O)[CH2:7][CH:8]2[C:13](=O)[CH2:12][CH2:11][S:10][CH2:9]2)=[CH:4][CH:3]=1.[CH2:18]([NH:20][CH2:21][CH2:22][NH2:23])[CH3:19].C(O)C>Cl.O>[CH2:18]([NH:20][CH2:21][CH2:22][N:23]1[C:6]([C:5]2[CH:16]=[CH:17][C:2]([Br:1])=[CH:3][CH:4]=2)=[CH:7][C:8]2[CH2:9][S:10][CH2:11][CH2:12][C:13]1=2)[CH3:19]. The product is C(C)NCCN1C2=C(C=C1C1=CC=C(C=C1)Br)CSCC2 (1-(2-ethylaminoethyl)-2-(4-bromophenyl)-1,4,6,7-tetrahydrothiopyrano[4,3-b]pyrrole). Reagents/catalysts: Cl (hydrochloric acid). Procedure: A solution of 4.0 g (0.012 mole) of 3-(4-bromophenacyl)-2,3,5,6-tetrahydrothiopyran-4-one [Example 2 (a)], 1.3 g of ethylaminoethylamine, 14 ml. of ethanol, and one drop of concentrated hydrochloric acid is heated under reflux for 2.5 hours, cooled to -5°C, and diluted with water. The oil which separates is collected and triturated with water to provide a solid. The resultant solid is recrystallized from ethanol to give off-white crystals of 1-(2-ethylaminoethyl)-2-(4-bromophenyl)-1,4,6,7-tetrah... Solvent: O (water). Reactants: C(C)O (ethanol), BrC1=CC=C(C(CC2CSCCC2=O)=O)C=C1 (3-(4-bromophenacyl)-2,3,5,6-tetrahydrothiopyran-4-one), Example 2 ( a ), C(C)NCCN (ethylaminoethylamine). The reactants are CN, S=C(Nc1ccc(Cl)cc1)Nc1ncccc1OCc1c(Cl)cccc1Cl. Yields the product CNC(=Nc1ccc(Cl)cc1)Nc1ncccc1OCc1c(Cl)cccc1Cl. Reaction SMILES: [CH3:28][NH2:29].[Cl:1][c:2]1[c:3]([CH2:4][O:5][c:6]2[c:7]([NH:12][C:13](=[S:14])[NH:15][c:16]3[cH:17][cH:18][c:19]([Cl:22])[cH:20][cH:21]3)[n:8][cH:9][cH:10][cH:11]2)[c:23]([Cl:27])[cH:24][cH:25][cH:26]1>>[Cl:1][c:2]1[c:3]([CH2:4][O:5][c:6]2[c:7]([NH:12][C:13](=[N:15][c:16]3[cH:17][cH:18][c:19]([Cl:22])[cH:20][cH:21]3)[NH:29][CH3:28])[n:8][cH:9][cH:10][cH:11]2)[c:23]([Cl:27])[cH:24][cH:25][cH:26]1. Starting materials: COC=1C=C(C=C(C1OC)OC)C(C(C)N1CCC(CC1)N1C(NC2=CC=CC=C2C1)=NC#N)=O (1-[2-(3,4,5-Trimethoxyphenyl)-2-oxo-1-methylethyl]-4-(2-cyanoimino-3,4-dihydro-1H-quinazolin-3-yl)-piperidine), [BH4-].[Na+] (sodium borohydride). Solvent: C(C)O (ethanol). The product is COC=1C=C(C=C(C1OC)OC)C(C(C)N1CCC(CC1)N1C(NC2=CC=CC=C2C1)=NC#N)O (1-[2-(3,4,5-Trimethoxyphenyl)-2-hydroxy-1-methylethyl]-4-(2-cyanoimino-3,4-dihydro-1H-quinazolin-3-yl)-piperidine). Isolated yield 65.1%. Reaction SMILES: [CH3:1][O:2][C:3]1[CH:4]=[C:5]([C:13](=[O:35])[CH:14]([N:16]2[CH2:21][CH2:20][CH:19]([N:22]3[CH2:31][C:30]4[C:25](=[CH:26][CH:27]=[CH:28][CH:29]=4)[NH:24][C:23]3=[N:32][C:33]#[N:34])[CH2:18][CH2:17]2)[CH3:15])[CH:6]=[C:7]([O:11][CH3:12])[C:8]=1[O:9][CH3:10].[BH4-].[Na+]>C(O)C>[CH3:1][O:2][C:3]1[CH:4]=[C:5]([CH:13]([OH:35])[CH:14]([N:16]2[CH2:17][CH2:18][CH:19]([N:22]3[CH2:31][C:30]4[C:25](=[CH:26][CH:27]=[CH:28][CH:29]=4)[NH:24][C:23]3=[N:32][C:33]#[N:34])[CH2:20][CH2:21]2)[CH3:15])[CH:6]=[C:7]([O:11][CH3:12])[C:8]=1[O:9][CH3:10] |f:1.2|. Procedure details: In this example, 848 mg of the product obtained in Example 7 is dissolved in 30 ml of ethanol. The solution is subjected to reaction in the same conditions as those of Example 6 by using 1 g of sodium borohydride. The reaction mixture is subjected to the same post-treatment as that of Example 6 to obtain crude crystals. The crude crystals are recrystallized from methanol to obtain 554 mg of the desired product. The reactants are CC(C)(C)OC(=O)N1CCCC1c1ncc(-c2ccc(-c3ccnc(OCc4ccccc4)c3)cc2)[nH]1, C[Si](C)(C)CCOCCl, [Cl-], [H-], [NH4+], [Na+], CN(C)C=O. The product is CC(C)(C)OC(=O)N1CCCC1c1ncc(-c2ccc(-c3ccnc(OCc4ccccc4)c3)cc2)n1COCC[Si](C)(C)C. Reaction SMILES: [C:1]([CH3:2])([CH3:3])([CH3:4])[O:5][C:6](=[O:7])[N:8]1[CH:9]([c:13]2[nH:14][c:15](-[c:18]3[cH:19][cH:20][c:21](-[c:24]4[cH:25][c:26]([O:30][CH2:31][c:32]5[cH:33][cH:34][cH:35][cH:36][cH:37]5)[n:27][cH:28][cH:29]4)[cH:22][cH:23]3)[cH:16][n:17]2)[CH2:10][CH2:11][CH2:12]1.[CH3:40][Si:41]([CH2:42][CH2:43][O:44][CH2:45][Cl:46])([CH3:47])[CH3:48].[Cl-:49].[H-:38].[NH4+:50].[Na+:39].[O:51]=[CH:52][N:53]([CH3:54])[CH3:55]>>[C:1]([CH3:2])([CH3:3])([CH3:4])[O:5][C:6](=[O:7])[N:8]1[CH:9]([c:13]2[n:14]([CH2:45][O:44][CH2:43][CH2:42][Si:41]([CH3:40])([CH3:47])[CH3:48])[c:15](-[c:18]3[cH:19][cH:20][c:21](-[c:24]4[cH:25][c:26]([O:30][CH2:31][c:32]5[cH:33][cH:34][cH:35][cH:36][cH:37]5)[n:27][cH:28][cH:29]4)[cH:22][cH:23]3)[cH:16][n:17]2)[CH2:10][CH2:11][CH2:12]1. Starting materials: CS(C)=O, O=C(O)c1cnc(Cl)c(-c2ccc(Cl)cc2)c1, [K+], [OH-], OCC1CC1, O=C(O)CC(O)(CC(=O)O)C(=O)O. Product: O=C(O)c1cnc(OCC2CC2)c(-c2ccc(Cl)cc2)c1. Reaction SMILES: [CH3:38][S:39]([CH3:40])=[O:41].[Cl:1][c:2]1[n:3][cH:4][c:5]([C:6](=[O:7])[OH:8])[cH:9][c:10]1-[c:11]1[cH:12][cH:13][c:14]([Cl:17])[cH:15][cH:16]1.[K+:24].[OH-:23].[OH:18][CH2:19][CH:20]1[CH2:21][CH2:22]1.[OH:25][C:26]([CH2:27][C:28]([C:29](=[O:30])[OH:31])([CH2:32][C:33](=[O:34])[OH:35])[OH:36])=[O:37]>>[c:2]1([O:18][CH2:19][CH:20]2[CH2:21][CH2:22]2)[n:3][cH:4][c:5]([C:6](=[O:7])[OH:8])[cH:9][c:10]1-[c:11]1[cH:12][cH:13][c:14]([Cl:17])[cH:15][cH:16]1. Starting materials: O[C@H](COC1=CC=CC=2OC(=CC21)C(=O)N(C)OC)CN2CCC(CC2)C2=CC1=CC=CC=C1C=C2 ((S)-4-(2-hydroxy-3-(4-(naphthalen-2-yl)piperidino)propyloxy)-N-methoxy-N-methylbenzo(b)furan-2-carboxamide), C(C)(=O)OC(C)=O (acetic anhydride). Solvent: N1=CC=CC=C1 (pyridine). Reaction conditions: time 1 day. The product is C(C)(=O)O[C@H](COC1=CC=CC=2OC(=CC21)C(=O)N(C)OC)CN2CCC(CC2)C2=CC1=CC=CC=C1C=C2 ((S)-4-(2-acetoxy-3-(4-(naphthalen-2-yl)piperidino)propyloxy)-N-methoxy-N-methylbenzo(b)furan-2-carboxamide). Reaction SMILES: [OH:1][C@@H:2]([CH2:20][N:21]1[CH2:26][CH2:25][CH:24]([C:27]2[CH:36]=[CH:35][C:34]3[C:29](=[CH:30][CH:31]=[CH:32][CH:33]=3)[CH:28]=2)[CH2:23][CH2:22]1)[CH2:3][O:4][C:5]1[C:13]2[CH:12]=[C:11]([C:14]([N:16]([O:18][CH3:19])[CH3:17])=[O:15])[O:10][C:9]=2[CH:8]=[CH:7][CH:6]=1.[C:37](OC(=O)C)(=[O:39])[CH3:38]>N1C=CC=CC=1>[C:37]([O:1][C@@H:2]([CH2:20][N:21]1[CH2:26][CH2:25][CH:24]([C:27]2[CH:36]=[CH:35][C:34]3[C:29](=[CH:30][CH:31]=[CH:32][CH:33]=3)[CH:28]=2)[CH2:23][CH2:22]1)[CH2:3][O:4][C:5]1[C:13]2[CH:12]=[C:11]([C:14]([N:16]([O:18][CH3:19])[CH3:17])=[O:15])[O:10][C:9]=2[CH:8]=[CH:7][CH:6]=1)(=[O:39])[CH3:38]. Procedure details: (S)-4-(2-Hydroxy-3-(4-(naphthalen-2-yl)piperidino)propyloxy)-N-methoxy-N-methylbenzo(b)furan-2-carboxamide (0.40 g) obtained in Example 6 was dissolved in pyridine (20 ml) and acetic anhydride (10 ml) was added at room temperature. The mixture was stood for one day. The solvent was evaporated under reduced pressure and the obtained residue was purified by silica gel column chromatography (chloroform/methanol) to give (S)-4-(2-acetoxy-3-(4-(naphthalen-2-yl)piperidino)propyloxy)-N-methoxy-N-methyl... The reactants are BrCC=1C=C(C(=O)OC)C=CC1 (methyl 3-(bromomethyl)benzoate), OC1=CC=C(C#N)C=C1 (4-hydroxybenzonitrile), C([O-])([O-])=O.[K+].[K+] (potassium carbonate), [I-].[Na+] (sodium iodide). The solvent is CC(=O)C (acetone). Reaction conditions: temperature 20 celsius. The product is C(#N)C1=CC=C(OCC=2C=C(C(=O)OC)C=CC2)C=C1 (Methyl 3-(4-cyano-phenoxymethyl)-benzoate). Reaction SMILES: Br[CH2:2][C:3]1[CH:4]=[C:5]([CH:10]=[CH:11][CH:12]=1)[C:6]([O:8][CH3:9])=[O:7].[OH:13][C:14]1[CH:21]=[CH:20][C:17]([C:18]#[N:19])=[CH:16][CH:15]=1.C(=O)([O-])[O-].[K+].[K+].[I-].[Na+]>CC(C)=O>[C:18]([C:17]1[CH:20]=[CH:21][C:14]([O:13][CH2:2][C:3]2[CH:4]=[C:5]([CH:10]=[CH:11][CH:12]=2)[C:6]([O:8][CH3:9])=[O:7])=[CH:15][CH:16]=1)#[N:19] |f:2.3.4,5.6|. Reported procedure: 10.00 kg (43.6 mol) of methyl 3-(bromomethyl)benzoate and 5.21 kg (43.74 mol) of 4-hydroxybenzonitrile are dissolved in 100 litres of acetone and stirred with 8.4 kg (60.7 mol) of potassium carbonate in the presence of 0.1 kg of sodium iodide for about 4 h under reflux conditions. Then 35 litres of acetone are distilled off and 100 litres of water are added at reflux conditions. The reaction mixture is cooled to 20° C. and the crystallisation is completed by the addition of another 30 litres of ... Starting materials: CSc1cccc(C(F)(F)F)c1C(=O)O, NC1CCCC1N1CCCC1. Product: CSc1cccc(C(F)(F)F)c1C(=O)NC1CCCC1N1CCCC1. As a reaction SMILES: [CH3:12][S:13][c:14]1[c:15]([C:16](=[O:17])[OH:18])[c:19]([C:23]([F:24])([F:25])[F:26])[cH:20][cH:21][cH:22]1.[N:1]1([CH:6]2[CH:7]([NH2:11])[CH2:8][CH2:9][CH2:10]2)[CH2:2][CH2:3][CH2:4][CH2:5]1>>[N:1]1([CH:6]2[CH:7]([NH:11][C:16]([c:15]3[c:14]([S:13][CH3:12])[cH:22][cH:21][cH:20][c:19]3[C:23]([F:24])([F:25])[F:26])=[O:17])[CH2:8][CH2:9][CH2:10]2)[CH2:2][CH2:3][CH2:4][CH2:5]1. Starting materials: O1C=NC=C1C1=CC=C(S1)S(=O)(=O)Cl (5-(1,3-oxazol-5-yl)thiophene-2-sulfonyl chloride), NC=1C=C(C=CC1)C1=NN=NN1 (5-(3-amino-phenyl)tetrazole). Yields the product O1C=NC=C1C1=CC=C(S1)S(=O)(=O)NC1=CC(=CC=C1)C1=NN=NN1 (5-(1,3-Oxazol-5-yl)-N-[3-(1H-tetrazol-5-yl)phenyl]thiophene-2-sulfonamide). Yield: 51.8%. As a reaction SMILES: [O:1]1[C:5]([C:6]2[S:10][C:9]([S:11](Cl)(=[O:13])=[O:12])=[CH:8][CH:7]=2)=[CH:4][N:3]=[CH:2]1.[NH2:15][C:16]1[CH:17]=[C:18]([C:22]2[NH:26][N:25]=[N:24][N:23]=2)[CH:19]=[CH:20][CH:21]=1>>[O:1]1[C:5]([C:6]2[S:10][C:9]([S:11]([NH:15][C:16]3[CH:21]=[CH:20][CH:19]=[C:18]([C:22]4[NH:26][N:25]=[N:24][N:23]=4)[CH:17]=3)(=[O:13])=[O:12])=[CH:8][CH:7]=2)=[CH:4][N:3]=[CH:2]1. Reported procedure: The product was prepared according to General Procedure 1, described in Example 1, starting with 5-(1,3-oxazol-5-yl)thiophene-2-sulfonyl chloride (13.7 mg, 0.055 mmol) and 5-(3-amino-phenyl)tetrazole (8 mg, 0.05 mmol) yielding 9.7 mg (52%) of the title compound. MS (ESI+) calcd for C14H10N6O3S2 374.02558, found 374.02547.